From a dataset of the Open Reaction Database (ORD), a public repository of structured organic reaction records. describe an organic reaction: reactants, conditions, products, and yield The reactants are C(C1=CC=CC=C1)OC(=O)N1C(CN(CC1)C(=O)OC(C)(C)C)C(=O)O (1-[(benzyloxy)carbonyl]-4-(tert-butoxycarbonyl)piperazine-2-carboxylic acid), ON1N=NC2=C1C=CC=C2 (1-hydroxybenzotriazole), Cl.CN(CCCN=C=NCC)C (N-[3-(dimethylamino)propyl]-N′-ethylcarbodiimide hydrochloride), CN1CCOCC1 (4-methylmorpholine), C(C)(C)N (isopropyl amine). Solvent: CN(C)C=O (DMF). Reaction conditions: temperature 25 celsius, time 18 hour. Product: C(C)(C)NC(=O)C1N(CCN(C1)C(=O)OC(C)(C)C)C(=O)OCC1=CC=CC=C1 (1-benzyl 4-tert-butyl 2-[(isopropylamino)carbonyl]piperazine-1,4-dicarboxylate). RXN SMILES: [CH2:1]([O:8][C:9]([N:11]1[CH2:16][CH2:15][N:14]([C:17]([O:19][C:20]([CH3:23])([CH3:22])[CH3:21])=[O:18])[CH2:13][CH:12]1[C:24]([OH:26])=O)=[O:10])[C:2]1[CH:7]=[CH:6][CH:5]=[CH:4][CH:3]=1.O[N:28]1[C:32]2[CH:33]=CC=C[C:31]=2N=N1.Cl.CN(C)CCCN=C=NCC.CN1CCOCC1.C(N)(C)C>CN(C=O)C>[CH:32]([NH:28][C:24]([CH:12]1[CH2:13][N:14]([C:17]([O:19][C:20]([CH3:23])([CH3:22])[CH3:21])=[O:18])[CH2:15][CH2:16][N:11]1[C:9]([O:8][CH2:1][C:2]1[CH:3]=[CH:4][CH:5]=[CH:6][CH:7]=1)=[O:10])=[O:26])([CH3:33])[CH3:31] |f:2.3|. Reported procedure: 1-[(benzyloxy)carbonyl]-4-(tert-butoxycarbonyl)piperazine-2-carboxylic acid 47-1 (0.40 g, 1.10 mmol), 1-hydroxybenzotriazole (0.20 g, 1.32 mmol), N-[3-(dimethylamino)propyl]-N′-ethylcarbodiimide hydrochloride (0.27 g, 1.43 mmol), 4-methylmorpholine (0.0.44 g, 4.39 mmol) and isopropyl amine (0.071 g, 1.21 mmol) were dissolved in DMF and stirred at 25° C. for 18 hours. The DMF was then removed under reduced pressure and the residue partitioned between ethyl acetate and dilute aqueous KHSO4. The aq... The reactants are BrC1=C(OCC(=O)OCC)C=CC(=C1)C(CBr)=O (ethyl 2-[2-bromo-4-(2-bromoacetyl)phenoxy]acetate), C(C)[SiH](CC)CC (triethylsilane). The solvent is FC(C(=O)O)(F)F (trifluoroacetic acid). Run at temperature 50 celsius, time 1 hour. Product: BrC1=C(OCC(=O)OCC)C=CC(=C1)CCBr (ethyl 2-[2-bromo-4-(2-bromoethyl)phenoxy]acetate). Isolated yield 90.1%. RXN SMILES: [Br:1][C:2]1[CH:14]=[C:13]([C:15](=O)[CH2:16][Br:17])[CH:12]=[CH:11][C:3]=1[O:4][CH2:5][C:6]([O:8][CH2:9][CH3:10])=[O:7].C([SiH](CC)CC)C>FC(F)(F)C(O)=O>[Br:1][C:2]1[CH:14]=[C:13]([CH2:15][CH2:16][Br:17])[CH:12]=[CH:11][C:3]=1[O:4][CH2:5][C:6]([O:8][CH2:9][CH3:10])=[O:7]. Reported procedure: To a solution of ethyl 2-[2-bromo-4-(2-bromoacetyl)phenoxy]acetate (2.12 g) in trifluoroacetic acid (4.29 ml) was added triethylsilane (2.67 ml), and the mixture was stirred for 1 hour at 50° C. After concentration of the reaction mixture under reduced pressure, purification of the residue by medium pressure liquid column chromatography on silica gel (eluent: hexane/ethyl acetate=5/1) gave ethyl 2-[2-bromo-4-(2-bromoethyl)phenoxy]acetate (1.84 g). Starting materials: CC1([C@H]2C[C@@H](C([C@@H]1C2)=O)CC(=O)OCC)C (Ethyl 2-((1R,3R,5S)-6,6-dimethyl-2-oxobicyclo[3.1.1]heptan-3-yl)acetate), [BH4-].[Na+] (sodium borohydride). The solvent is CCO (EtOH). Conditions: temperature 0 celsius, time 8 hour. Product: OC1[C@H]2C([C@@H](C[C@@H]1CC(=O)OCC)C2)(C)C (Ethyl 2-((1R,3R,5S)-2-hydroxy-6,6-dimethylbicyclo[3.1.1]heptan-3-yl)acetate). The yield is 55.2%. Reaction SMILES: [CH3:1][C:2]1([CH3:16])[C@H:7]2[CH2:8][C@@H:3]1[CH2:4][C@H:5]([CH2:10][C:11]([O:13][CH2:14][CH3:15])=[O:12])[C:6]2=[O:9].[BH4-].[Na+]>CCO>[OH:9][CH:6]1[C@@H:5]([CH2:10][C:11]([O:13][CH2:14][CH3:15])=[O:12])[CH2:4][C@H:3]2[CH2:8][C@@H:7]1[C:2]2([CH3:1])[CH3:16] |f:1.2|. Procedure details: To a cooled solution of Example 23A (0.62 g, 2.8 mmol) in EtOH (20 mL) was added sodium borohydride (0.13 g, 3.3 mmol) in portions at 0° C. The mixture was stirred at 0° C. for 4 hours and at room temperature overnight. The reaction mixture was then cooled, quenched with 1M NaHCO3, extracted with dichloromethane (3×15 mL). The combined organic layers were dried over Na2SO4, filtered, and concentrated under reduced pressure. The residue was purified by column chromatography (SiO2, 0-30% of ethyl ... Reactants: COC(=O)CC(=O)N(CC(=O)OC)CC(=O)OC, CO, [Na]. Yields the product COC(=O)CN1CC(O)=C(C(=O)OC)C1=O. Reaction SMILES: [CH3:1][O:2][C:3]([CH2:4][N:5]([C:6]([CH2:7][C:8](=[O:9])[O:10][CH3:11])=[O:12])[CH2:13][C:14](=[O:15])[O:16][CH3:17])=[O:18].[CH3:20][OH:21].[Na:19]>>[CH3:1][O:2][C:3]([CH2:4][N:5]1[C:6](=[O:12])[C:7]([C:8](=[O:9])[O:10][CH3:11])=[C:14]([OH:15])[CH2:13]1)=[O:18]. Reactants: COC1=CC2=CC[C@H]3[C@@H]4CCC([C@@]4(C)CC=C3[C@]2(CC1)C)=C(S(=O)(=O)C1=CC=C(C=C1)C)[N+]#[C-] (3-Methoxy-17-(isocyano-p-methylphenylsulfonylmethylene)-androsta-3,5,9(11)-triene), C(Cl)Cl (methylene chloride), [OH-].[Na+] (sodium hydroxide). Reagents/catalysts: [Cl-].C(C)[N+](CC1=CC=CC=C1)(CC)CC (triethylbenzylammonium chloride). Yields the product COC1=CC2=CC[C@H]3[C@@H]4CC=C(C(CCl)(S(=O)(=O)C5=CC=C(C=C5)C)[N+]#[C-])[C@]4(CC=C3[C@]2(CC1)C)C (3-methoxy-20-isocyano-20-p-methylphenylsulfonyl-21-chloropregna-3,5,9(11),16-tetra-ene). Isolated yield 70.0%. Reaction SMILES: [CH3:1][O:2][C:3]1[CH2:20][CH2:19][C@@:18]2([CH3:21])[C:5](=[CH:6][CH2:7][C@@H:8]3[C:17]2=[CH:16][CH2:15][C@@:13]2([CH3:14])[C@H:9]3[CH2:10][CH2:11][C:12]2=[C:22]([N+:33]#[C-:34])[S:23]([C:26]2[CH:31]=[CH:30][C:29]([CH3:32])=[CH:28][CH:27]=2)(=[O:25])=[O:24])[CH:4]=1.[OH-].[Na+].[CH2:37](Cl)[Cl:38]>[Cl-].C([N+](CC)(CC)CC1C=CC=CC=1)C>[CH3:1][O:2][C:3]1[CH2:20][CH2:19][C@@:18]2([CH3:21])[C:5](=[CH:6][CH2:7][C@@H:8]3[C:17]2=[CH:16][CH2:15][C@@:13]2([CH3:14])[C@H:9]3[CH2:10][CH:11]=[C:12]2[C:22]([N+:33]#[C-:34])([S:23]([C:26]2[CH:27]=[CH:28][C:29]([CH3:32])=[CH:30][CH:31]=2)(=[O:25])=[O:24])[CH2:37][Cl:38])[CH:4]=1 |f:1.2,4.5|. Procedure details: 3-Methoxy-17-(isocyano-p-methylphenylsulfonylmethylene)-androsta-3,5,9(11)-triene (476 mg, 1.00 mmol) and triethylbenzylammonium chloride (20 mg) were dissolved in methylene chloride (10 ml). After stirring for 2 hours at 25° C. with a sodium hydroxide solution (5 ml, 50%), the organic layer was seperated and dried over Na2SO4, followed by filtration over alumina (act. II-III). Evaporation of the solvent afforded the title compound (368 mg, 70%). Starting materials: C(C)(C)N(C(C)C)CC (N,N-diisopropylethylamine), C(O[C@@H](C(C)(C)C)CN1N=C(C=C1)C1=CC=C(C=C1)C(F)(F)F)(OC1=CC=C(C=C1)[N+](=O)[O-])=O ((1S)-2,2-dimethyl-1-({3-[4-(trifluoromethyl)phenyl]-1H-pyrazol-1-yl}methyl)propyl 4-nitrophenyl carbonate), FC1=CC=CC(=N1)NC[C@H](O)[C@H](CCCC)NC(OC(C)(C)C)=O (tert-butyl (1S)-1-{(1S)-2-[(6-fluoro-2-pyridinyl)amino]-1-hydroxyethyl}pentylcarbamate), FC1=CC=CC(=N1)NC[C@@H](O)[C@H](CCCC)NC(OC(C)(C)C)=O (tert-butyl (1S)-1-{(1R)-2-[(6-fluoro-2-pyridinyl)amino]-1-hydroxyethyl}pentylcarbamate), Cl (hydrochloric acid). The solvent is CN(C=O)C (N,N-dimethylformamide), O1CCOCC1 (dioxane), O1CCOCC1 (dioxane), C(C)(=O)OCC (ethyl acetate). Conditions: time 2 hour. Product: FC1=CC=CC(=N1)NC[C@H](O)[C@H](CCCC)NC(O[C@@H](C(C)(C)C)CN1N=C(C=C1)C1=CC=C(C=C1)C(F)(F)F)=O ((1S)-2,2-dimethyl-1-({3-[4(trifluoromethyl)phenyl]-1H-pyrazol-1-yl}methyl)propyl (1S)-1-{(1S)-2-[(6-fluoro-2-pyridinyl)amino]-1-hydroxyethyl}pentylcarbamate). Isolated yield 57.5%. RXN SMILES: [F:1][C:2]1[N:7]=[C:6]([NH:8][CH2:9][C@@H:10]([C@@H:12]([NH:17]C(=O)OC(C)(C)C)[CH2:13][CH2:14][CH2:15][CH3:16])[OH:11])[CH:5]=[CH:4][CH:3]=1.FC1N=C(NC[C@H]([C@@H](NC(=O)OC(C)(C)C)CCCC)O)C=CC=1.Cl.C(N(CC)C(C)C)(C)C.[C:59](=[O:92])(OC1C=CC([N+]([O-])=O)=CC=1)[O:60][C@H:61]([CH2:66][N:67]1[CH:71]=[CH:70][C:69]([C:72]2[CH:77]=[CH:76][C:75]([C:78]([F:81])([F:80])[F:79])=[CH:74][CH:73]=2)=[N:68]1)[C:62]([CH3:65])([CH3:64])[CH3:63]>O1CCOCC1.CN(C)C=O.C(OCC)(=O)C>[F:1][C:2]1[N:7]=[C:6]([NH:8][CH2:9][C@@H:10]([C@@H:12]([NH:17][C:59](=[O:92])[O:60][C@H:61]([CH2:66][N:67]2[CH:71]=[CH:70][C:69]([C:72]3[CH:73]=[CH:74][C:75]([C:78]([F:80])([F:79])[F:81])=[CH:76][CH:77]=3)=[N:68]2)[C:62]([CH3:63])([CH3:65])[CH3:64])[CH2:13][CH2:14][CH2:15][CH3:16])[OH:11])[CH:5]=[CH:4][CH:3]=1. Procedure: To a solution of 40 mg (0.12 mmol) of tert-butyl (1S)-1-{(1S)-2-[(6-fluoro-2-pyridinyl)amino]-1-hydroxyethyl}pentylcarbamate & tert-butyl (1S)-1-{(1R)-2-[(6-fluoro-2-pyridinyl)amino]-1-hydroxyethyl}pentylcarbamate in 1 mL dioxane was added 5 mL of 4M hydrochloric acid in dioxane. The reaction mixture was stirred for 2 h before being concentrated under reduced pressure. The residue was dissolved in 1 mL of N,N-dimethylformamide before 0.081 mL (0.47 mmol) of N,N-diisopropylethylamine and 56 mg (0...